This data is from the Open Reaction Database (ORD), a public repository of structured organic reaction records. The task is: describe an organic reaction: reactants, conditions, products, and yield Reactants: C1COS(=O)(=O)C1 (1,3-propane sultone), CI (MeI), CN1C(C=CC2=CC=C3C(=C12)C=CC=C3)O (N-methyl-hydroxybenzoquinoline), N1=CC=CC2=CC=C3C(=C12)C=CC=C3 (benzoquinoline). Product: N1=CC=CC2=CC=C3C(=C12)C=CC=C3 (benzoquinoline), COC1=C2C=CCN(C2=C2C(=C1)C=CC=C2)CCCS(=O)(=O)O (5-methoxybenzoquinoline-N-propanesulfonic acid). RXN SMILES: C[N:2]1[C:11]2[C:6](=[CH:7][CH:8]=[C:9]3[CH:15]=[CH:14][CH:13]=[CH:12][C:10]3=2)[CH:5]=[CH:4][CH:3]1[OH:16].[N:17]1[C:26]2[C:21](=[CH:22][CH:23]=[C:24]3[CH:30]=[CH:29][CH:28]=[CH:27][C:25]3=2)[CH:20]=[CH:19][CH:18]=1.[CH2:31]1[CH2:37][S:34](=[O:36])(=[O:35])[O:33][CH2:32]1.CI>>[N:2]1[C:11]2[C:6](=[CH:7][CH:8]=[C:9]3[CH:15]=[CH:14][CH:13]=[CH:12][C:10]3=2)[CH:5]=[CH:4][CH:3]=1.[CH3:3][O:16][C:22]1[CH:23]=[C:24]2[CH:30]=[CH:29][CH:28]=[CH:27][C:25]2=[C:26]2[C:21]=1[CH:20]=[CH:19][CH2:18][N:17]2[CH2:32][CH2:31][CH2:37][S:34]([OH:33])(=[O:36])=[O:35]. Reported procedure: Compound 13 was synthesized according to the procedure outlined above in Example 3 for the synthesis of the N-methyl-hydroxybenzoquinoline derivative 15. Compound 13 was then alkylated according to the general amino group alkylation procedure described above in Example 3, this time using 1,3-propane sultone as the allylating agent rather than MeI, to give a 5-methoxybenzoquinoline-N-propanesulfonic acid intermediate 16 (1HNMR: CD3OD d 7.94 (d, 1 H, 3=8.7 Hz), 7.65 (d, 1 H, J 8.4 Hz), 7.32 (t, 1 ... Reactants: C(C1=CC=CC=C1)N1CCN(CC1)C(=O)C1CCN(CC1)C(=O)OC(C)(C)C (1-benzyl-4-[(1-t-butoxycarbonyl-4-piperidyl)carbonyl]piperazine), FC(C(=O)O)(F)F (trifluoroacetic acid). Run in ClCCl (dichloromethane). Conditions: temperature 24 celsius, time 1 hour. Yields the product C(C1=CC=CC=C1)N1CCN(CC1)C(=O)C1CCNCC1 (1-benzyl-4-[(4-piperidyl)carbonyl]piperazine). The yield is 65.5%. Reaction SMILES: [CH2:1]([N:8]1[CH2:13][CH2:12][N:11]([C:14]([CH:16]2[CH2:21][CH2:20][N:19](C(OC(C)(C)C)=O)[CH2:18][CH2:17]2)=[O:15])[CH2:10][CH2:9]1)[C:2]1[CH:7]=[CH:6][CH:5]=[CH:4][CH:3]=1.FC(F)(F)C(O)=O>ClCCl>[CH2:1]([N:8]1[CH2:13][CH2:12][N:11]([C:14]([CH:16]2[CH2:21][CH2:20][NH:19][CH2:18][CH2:17]2)=[O:15])[CH2:10][CH2:9]1)[C:2]1[CH:3]=[CH:4][CH:5]=[CH:6][CH:7]=1. Procedure: A solution of 1-benzyl-4-[(1-t-butoxycarbonyl-4-piperidyl)carbonyl]piperazine (115.7 g) in dry dichloromethane (222 ml) was added dropwise over 45 minutes to trifluoroacetic acid (575 ml), maintaining the temperature below 25° C. under an atmosphere of argon. The solution was stirred at 23-25° C. for 1 hour. The solution was evaporated using a bath temperature of 30° C. The residual oil was poured, in portions, into saturated aqueous sodium carbonate solution (770 ml) while maintaining the tempe... The reactants are CCOC(=O)c1cc(C)nc(C2CCCC2)c1, Cl. The product is Cl, Cc1cc(C(=O)O)cc(C2CCCC2)n1. Reaction SMILES: [CH2:1]([CH3:2])[O:3][C:4]([c:5]1[cH:6][c:7]([CH:12]2[CH2:13][CH2:14][CH2:15][CH2:16]2)[n:8][c:9]([CH3:11])[cH:10]1)=[O:17].[ClH:18]>>[ClH:18].[O:3]=[C:4]([c:5]1[cH:6][c:7]([CH:12]2[CH2:13][CH2:14][CH2:15][CH2:16]2)[n:8][c:9]([CH3:11])[cH:10]1)[OH:17]. Reactants: NCCO, O, COC(=O)c1ccc(OCC2(O)CCN(Cc3ccccc3)CC2)cc1. Yields the product O=C(NCCO)c1ccc(OCC2(O)CCN(Cc3ccccc3)CC2)cc1. Reaction SMILES: [NH2:27][CH2:28][CH2:29][OH:30].[OH2:31].[OH:1][C:2]1([CH2:15][O:16][c:17]2[cH:18][cH:19][c:20]([C:21](=[O:22])[O:23][CH3:24])[cH:25][cH:26]2)[CH2:3][CH2:4][N:5]([CH2:8][c:9]2[cH:10][cH:11][cH:12][cH:13][cH:14]2)[CH2:6][CH2:7]1>>[OH:1][C:2]1([CH2:15][O:16][c:17]2[cH:18][cH:19][c:20]([C:21](=[O:22])[NH:27][CH2:28][CH2:29][OH:30])[cH:25][cH:26]2)[CH2:3][CH2:4][N:5]([CH2:8][c:9]2[cH:10][cH:11][cH:12][cH:13][cH:14]2)[CH2:6][CH2:7]1. Starting materials: C(=O)(OC)COC1=CC=C(C=C1)CC(C)N1CC(OC(C1)C=1N=C(SC1)C(F)(F)F)(C=1N=C(SC1)C(F)(F)F)O (N-[2-(4-Carbomethoxymethoxyphenyl)-1-methylethyl]-2-hydroxy-2,6-bis(2-trifluoromethyl-thiazol-4-yl)morpholine), C(O)([O-])=O.[K+] (potassium hydrogen carbonate), C(=O)(OC)COC1=CC=C(C=C1)CC(C)NCC(C=1N=C(SC1)C(F)(F)F)O (N-[2-(4-carbomethoxymethoxyphenyl)-1-methylethyl]-2-hydroxy-2-(2-trifluoromethyl-thiazol-4-yl)ethanamine), FC(C=1SC=C(N1)C(CBr)=O)(F)F (2-trifluoromethyl-4-bromoacetyl-thiazole). The solvent is CC(=O)C (acetone). The product is C(=O)(OC)COC1=CC=C(C=C1)CC(C)N1CC(OC(C1)C=1N=C(SC1)C(F)(F)F)(C1=CC=CC=C1)O (N-[2-(4-Carbomethoxymethoxyphenyl)-1-methylethyl]-2-hydroxy-2-phenyl-6-(2-trifluoromethyl-thiazol-4-yl)morpholine). Reaction SMILES: [C:1]([CH2:5][O:6][C:7]1[CH:12]=[CH:11][C:10]([CH2:13][CH:14]([N:16]2[CH2:21][CH:20]([C:22]3[N:23]=[C:24]([C:27]([F:30])([F:29])[F:28])[S:25][CH:26]=3)[O:19][C:18]([OH:40])([C:31]3N=C(C(F)(F)F)S[CH:35]=3)[CH2:17]2)[CH3:15])=[CH:9][CH:8]=1)([O:3][CH3:4])=[O:2].C(CO[C:47]1[CH:52]=CC(CC(NCC(O)C2N=C(C(F)(F)F)SC=2)C)=[CH:49][CH:48]=1)(OC)=O.FC(F)(F)C1SC=C(C(=O)CBr)N=1.C(=O)([O-])O.[K+]>CC(C)=O>[C:1]([CH2:5][O:6][C:7]1[CH:12]=[CH:11][C:10]([CH2:13][CH:14]([N:16]2[CH2:21][CH:20]([C:22]3[N:23]=[C:24]([C:27]([F:29])([F:28])[F:30])[S:25][CH:26]=3)[O:19][C:18]([OH:40])([C:31]3[CH:49]=[CH:48][CH:47]=[CH:52][CH:35]=3)[CH2:17]2)[CH3:15])=[CH:9][CH:8]=1)([O:3][CH3:4])=[O:2] |f:3.4|. Procedure: N-[2-(4-Carbomethoxymethoxyphenyl)-1-methylethyl]-2-hydroxy-2,6-bis(2-trifluoromethyl-thiazol-4-yl)morpholine from N-[2-(4-carbomethoxymethoxyphenyl)-1-methylethyl]-2-hydroxy-2-(2-trifluoromethyl-thiazol-4-yl)ethanamine (pair of diastereomers A) with 2-trifluoromethyl-4-bromoacetyl-thiazole and potassium hydrogen carbonate in acetone. Solvent: C(C)#N (acetonitrile). Reagents/catalysts: [Cl-].C(C)[N+](CC)(CC)CC (tetraethylammonium chloride). Procedure: 4.5 g (0.03 mol) of guanine (manufactured by Sumika Fine Chemicals Co., Ltd.), 7.5 g (0.045 mol) of tetraethylammonium chloride and 27.1 g (0.177 mol) of phosphorus oxychloride were added to 60 ml of acetonitrile, followed by stirring for 70 minutes under heating refluxing conditions. After cooling, the crystal was collected by filtration and suspended in 50 ml of water. This suspension was made alakaline with a 30% aqueous solution of sodium hydroxide and then adjusted to a pH of 7 with 1N hydr... RXN SMILES: [NH:1]1[C:10](=O)[C:9]2[NH:8][CH:7]=[N:6][C:5]=2[N:4]=[C:2]1[NH2:3].P(Cl)(Cl)([Cl:14])=O>[Cl-].C([N+](CC)(CC)CC)C.C(#N)C>[NH2:3][C:2]1[N:4]=[C:5]2[C:9]([NH:8][CH:7]=[N:6]2)=[C:10]([Cl:14])[N:1]=1 |f:2.3|. Product: precipitating crystal, NC1=NC(=C2NC=NC2=N1)Cl (2-amino-6-chloropurine). The yield is 39.0%. Starting materials: N1C(N)=NC=2N=CNC2C1=O (guanine), P(=O)(Cl)(Cl)Cl (phosphorus oxychloride). Conditions: time 70 minute. Reactants: COc1ccc(CC(C)(C)C=O)c(Br)c1, C1CCOC1, COC[P+](c1ccccc1)(c1ccccc1)c1ccccc1, C[Si](C)(C)[N-][Si](C)(C)C, [Cl-], Cl, [Li+]. Yields the product COc1ccc(CC(C)(C)CC=O)c(Br)c1. RXN SMILES: [Br:34][c:35]1[c:36]([CH2:43][C:44]([CH:45]=[O:46])([CH3:47])[CH3:48])[cH:37][cH:38][c:39]([O:41][CH3:42])[cH:40]1.[CH2:50]1[O:51][CH2:52][CH2:53][CH2:54]1.[CH3:12][O:13][CH2:14][P+:15]([c:16]1[cH:17][cH:18][cH:19][cH:20][cH:21]1)([c:22]1[cH:23][cH:24][cH:25][cH:26][cH:27]1)[c:28]1[cH:29][cH:30][cH:31][cH:32][cH:33]1.[CH3:1][Si:2]([N-:3][Si:4]([CH3:5])([CH3:6])[CH3:7])([CH3:8])[CH3:9].[Cl-:11].[ClH:49].[Li+:10]>>[CH:12](=[O:13])[CH2:45][C:44]([CH2:43][c:36]1[c:35]([Br:34])[cH:40][c:39]([O:41][CH3:42])[cH:38][cH:37]1)([CH3:47])[CH3:48].